From a dataset of the Open Reaction Database (ORD), a public repository of structured organic reaction records. describe an organic reaction: reactants, conditions, products, and yield The reactants are NCC(O)C1=CC=CC=C1 (2-amino-1-phenyl-ethanol), C(C1=CC=CC=C1)=O (benzaldehyde), [BH4-].[Na+] (sodium borohydride). The solvent is CO (methanol). Run at time 1 hour. Product: C(C1=CC=CC=C1)NCC(O)C1=CC=CC=C1 (2-(benzylamino)-1-phenylethanol). Yield: 70.4%. RXN SMILES: [NH2:1][CH2:2][CH:3]([C:5]1[CH:10]=[CH:9][CH:8]=[CH:7][CH:6]=1)[OH:4].[CH:11](=O)[C:12]1[CH:17]=[CH:16][CH:15]=[CH:14][CH:13]=1.[BH4-].[Na+]>CO>[CH2:11]([NH:1][CH2:2][CH:3]([C:5]1[CH:10]=[CH:9][CH:8]=[CH:7][CH:6]=1)[OH:4])[C:12]1[CH:17]=[CH:16][CH:15]=[CH:14][CH:13]=1 |f:2.3|. Procedure details: To a solution of 2-amino-1-phenyl-ethanol (12.0 g, 87.48 mmol) in methanol (60 mL) was added benzaldehyde (9.3 g, 8.9 mL, 87.48 mmol) and the reaction mixture was stirred for 1 hour at room temperature. The reaction mixture was then cooled to 0° C. and sodium borohydride (3.3 g, 87.48 mmol) was added. The reaction mixture was gradually allowed to warm to room temperature and stirred overnight. The reaction mixture was concentrated in vacuo, diluted with water, and filtered. The residue was rinse... The reactants are CCO, CC#N, OCCCl, O=c1cc(-c2ccc(O)cc2)oc2ncccc12. Yields the product O=c1cc(-c2ccc(OCCO)cc2)oc2ncccc12. Reaction SMILES: [CH3:23][CH2:24][OH:25].[CH3:26][C:27]#[N:28].[OH:19][CH2:20][CH2:21][Cl:22].[OH:1][c:2]1[cH:3][cH:4][c:5](-[c:8]2[cH:9][c:10](=[O:18])[c:11]3[c:12]([n:13][cH:14][cH:15][cH:16]3)[o:17]2)[cH:6][cH:7]1>>[O:1]([c:2]1[cH:3][cH:4][c:5](-[c:8]2[cH:9][c:10](=[O:18])[c:11]3[c:12]([n:13][cH:14][cH:15][cH:16]3)[o:17]2)[cH:6][cH:7]1)[CH2:21][CH2:20][OH:19].